From a dataset of the Open Reaction Database (ORD), a public repository of structured organic reaction records. describe an organic reaction: reactants, conditions, products, and yield Reactants: C(C)(C)C1=NC(=C(C(=C1CO)C1=CC(=C(C=C1)F)F)C=CCCC)C(C)C (2,6-Diisopropyl-3-hydroxymethyl-4-(3,4-difluorophenyl)-5-(pent-1-enyl)pyridine). The solvent is C(C)(=O)OCC.CCCCCC (ethyl acetate n-hexane). The product is C(C)(C)C1=NC(=C(C(=C1CO)C1=CC(=C(C=C1)F)F)CCCCC)C(C)C (2,6-Diisopropyl-3-hydroxymethyl-4-(3,4-difluorophenyl)-5-pentyl-pyridine). As a reaction SMILES: [CH:1]([C:4]1[C:9]([CH2:10][OH:11])=[C:8]([C:12]2[CH:17]=[CH:16][C:15]([F:18])=[C:14]([F:19])[CH:13]=2)[C:7]([CH:20]=[CH:21][CH2:22][CH2:23][CH3:24])=[C:6]([CH:25]([CH3:27])[CH3:26])[N:5]=1)([CH3:3])[CH3:2]>C(OCC)(=O)C.CCCCCC>[CH:1]([C:4]1[C:9]([CH2:10][OH:11])=[C:8]([C:12]2[CH:17]=[CH:16][C:15]([F:18])=[C:14]([F:19])[CH:13]=2)[C:7]([CH2:20][CH2:21][CH2:22][CH2:23][CH3:24])=[C:6]([CH:25]([CH3:26])[CH3:27])[N:5]=1)([CH3:3])[CH3:2] |f:1.2|. Reported procedure: The title compound was prepared from 2,6-diisopropyl-3-hydroxymethyl-4-(3,4-difluorophenyl)-5-(pent-1-enyl)pyridine (Example 158) by the procedure described in Example 126. 1H NMR (300 MHz, CDCl3): δ 0.81 (t, J=7.0 Hz, 3 H), 1.12 (m, 4 H), 1.30 (m, 14 H), 2.27 (m, 2 H), 3.24 (m, 1 H), 3.41 (m, 1 H), 4.32 (d, J=4.0 Hz, 2 H), 6.95 (m, 1 H), 7.06 (m, 1 H), 7.25 (m, 1 H). mp 106-107° C. Rf 0.30 (10% ethyl acetate/n-hexane). The reactants are C(C)OC(=O)C=1C=NC2=C(C=CC=C2C1NC1CCCC1)OC (4-cyclopentylamino-8-methoxy-quinoline-3-carboxylic acid ethyl ester), N(=C=O)C1=CC(=CC=C1)[N+](=O)[O-] (1-isocyanato-3-nitro-benzene). Product: C1(CCCC1)N1C(N(C(C=2C=NC=3C(=CC=CC3C21)OC)=O)C2=CC(=CC=C2)[N+](=O)[O-])=O (1-Cyclopentyl-7-methoxy-3-(3-nitro-phenyl)-1H-pyrimido[5,4-c]quinoline-2,4-dione). Yield: 43.9%. As a reaction SMILES: C([O:3][C:4]([C:6]1[CH:7]=[N:8][C:9]2[C:14]([C:15]=1[NH:16][CH:17]1[CH2:21][CH2:20][CH2:19][CH2:18]1)=[CH:13][CH:12]=[CH:11][C:10]=2[O:22][CH3:23])=O)C.[N:24]([C:27]1[CH:32]=[CH:31][CH:30]=[C:29]([N+:33]([O-:35])=[O:34])[CH:28]=1)=[C:25]=[O:26]>>[CH:17]1([N:16]2[C:15]3[C:14]4[CH:13]=[CH:12][CH:11]=[C:10]([O:22][CH3:23])[C:9]=4[N:8]=[CH:7][C:6]=3[C:4](=[O:3])[N:24]([C:27]3[CH:32]=[CH:31][CH:30]=[C:29]([N+:33]([O-:35])=[O:34])[CH:28]=3)[C:25]2=[O:26])[CH2:18][CH2:19][CH2:20][CH2:21]1. Reported procedure: 1-Cyclopentyl-7-methoxy-3-(3-nitro-phenyl)-1H-pyrimido[5,4-c]quinoline-2,4-dione (19 mg) was prepared from 4-cyclopentylamino-8-methoxy-quinoline-3-carboxylic acid ethyl ester (0.1 mmol) and 1-isocyanato-3-nitro-benzene (0.5 mmol) following general procedure C. LCMS: m/z 433 [M+1]+. Starting materials: CCCCCCCCCCCCCCOc1ccc(COC(=O)Oc2ccccc2)cc1, ClCCl, NCc1ccccn1. Yields the product CCCCCCCCCCCCCCOc1ccc(COC(=O)NCc2ccccn2)cc1. As a reaction SMILES: [C:1]([O:2][c:3]1[cH:4][cH:5][cH:6][cH:7][cH:8]1)([O:9][CH2:10][c:11]1[cH:12][cH:13][c:14]([O:17][CH2:18][CH2:19][CH2:20][CH2:21][CH2:22][CH2:23][CH2:24][CH2:25][CH2:26][CH2:27][CH2:28][CH2:29][CH2:30][CH3:31])[cH:15][cH:16]1)=[O:32].[CH2:41]([Cl:42])[Cl:43].[NH2:33][CH2:34][c:35]1[n:36][cH:37][cH:38][cH:39][cH:40]1>>[C:1]([O:9][CH2:10][c:11]1[cH:12][cH:13][c:14]([O:17][CH2:18][CH2:19][CH2:20][CH2:21][CH2:22][CH2:23][CH2:24][CH2:25][CH2:26][CH2:27][CH2:28][CH2:29][CH2:30][CH3:31])[cH:15][cH:16]1)(=[O:32])[NH:33][CH2:34][c:35]1[n:36][cH:37][cH:38][cH:39][cH:40]1. Reactants: ClC1=NC(=NC=C1)NC1CC(NC(C1)(C)C)(C)C ((4-chloro-pyrimidin-2-yl)-(2,2,6,6-tetramethyl-piperidin-4-yl)-amine), CC(C)(C(CC=1SC=CC1)(C)C)O (2,3,3-trimethyl-4-thiophen-2-yl-butan-2-ol). The product is CC(C)(C(CC=1SC(=CC1)C1=NC(=NC=C1)NC1CC(NC(C1)(C)C)(C)C)(C)C)O (2,3,3-Trimethyl-4-{5-[2-(2,2,6,6-tetramethyl-piperidin-4-ylamino)-pyrimidin-4-yl]-thiophen-2-yl}-butan-2-ol). Reaction SMILES: Cl[C:2]1[CH:7]=[CH:6][N:5]=[C:4]([NH:8][CH:9]2[CH2:14][C:13]([CH3:16])([CH3:15])[NH:12][C:11]([CH3:18])([CH3:17])[CH2:10]2)[N:3]=1.[CH3:19][C:20]([OH:31])([C:22]([CH3:30])([CH3:29])[CH2:23][C:24]1[S:25][CH:26]=[CH:27][CH:28]=1)[CH3:21]>>[CH3:21][C:20]([OH:31])([C:22]([CH3:30])([CH3:29])[CH2:23][C:24]1[S:25][C:26]([C:2]2[CH:7]=[CH:6][N:5]=[C:4]([NH:8][CH:9]3[CH2:14][C:13]([CH3:16])([CH3:15])[NH:12][C:11]([CH3:18])([CH3:17])[CH2:10]3)[N:3]=2)=[CH:27][CH:28]=1)[CH3:19]. Reported procedure: The title compound was prepared analogous to Method C, starting from (4-chloro-pyrimidin-2-yl)-(2,2,6,6-tetramethyl-piperidin-4-yl)-amine and 2,3,3-trimethyl-4-thiophen-2-yl-butan-2-ol (prepared from 2,2-dimethyl-3-thiophen-2-yl-propionic acid by esterification with diazomethane and treatment with MeMgBr (Step A of Method A)). The reactants are CCN(CC)CCO, Nc1ccccc1, O, c1ccc(OP(Oc2ccccc2)Oc2ccccc2)cc1. Yields the product CCN(CC)CCNc1ccccc1. As a reaction SMILES: [CH2:8]([CH3:9])[N:10]([CH2:11][CH2:12][OH:13])[CH2:14][CH3:15].[NH2:1][c:2]1[cH:3][cH:4][cH:5][cH:6][cH:7]1.[OH2:38].[P:16]([O:17][c:18]1[cH:19][cH:20][cH:21][cH:22][cH:23]1)([O:24][c:25]1[cH:26][cH:27][cH:28][cH:29][cH:30]1)[O:31][c:32]1[cH:33][cH:34][cH:35][cH:36][cH:37]1>>[NH:1]([c:2]1[cH:3][cH:4][cH:5][cH:6][cH:7]1)[CH2:12][CH2:11][N:10]([CH2:8][CH3:9])[CH2:14][CH3:15]. Starting materials: CCOC(=O)c1c(-c2ccc(C(O)Cc3cccc(C#N)c3)cc2)c(C#N)c(CC)n1C, CCN(CC)S(F)(F)F, ClCCl, O. Yields the product CCOC(=O)c1c(-c2ccc(C(F)Cc3cccc(C#N)c3)cc2)c(C#N)c(CC)n1C. As a reaction SMILES: [CH2:10]([CH3:11])[O:12][C:13](=[O:14])[c:15]1[n:16]([CH3:41])[c:17]([CH2:39][CH3:40])[c:18]([C:37]#[N:38])[c:19]1-[c:20]1[cH:21][cH:22][c:23]([CH:26]([CH2:27][c:28]2[cH:29][c:30]([C:34]#[N:35])[cH:31][cH:32][cH:33]2)[OH:36])[cH:24][cH:25]1.[CH2:1]([N:2]([S:3]([F:4])([F:5])[F:7])[CH2:6][CH3:8])[CH3:9].[CH2:43]([Cl:44])[Cl:45].[OH2:42]>>[F:7][CH:26]([c:23]1[cH:22][cH:21][c:20](-[c:19]2[c:15]([C:13]([O:12][CH2:10][CH3:11])=[O:14])[n:16]([CH3:41])[c:17]([CH2:39][CH3:40])[c:18]2[C:37]#[N:38])[cH:25][cH:24]1)[CH2:27][c:28]1[cH:29][c:30]([C:34]#[N:35])[cH:31][cH:32][cH:33]1.